Dataset: the Open Reaction Database (ORD), a public repository of structured organic reaction records. Task: describe an organic reaction: reactants, conditions, products, and yield As a reaction SMILES: [NH:1]1[CH2:6][CH2:5][CH:4]([C:7]2[CH:15]=[CH:14][CH:13]=[C:12]3[C:8]=2[CH2:9][C:10](=[O:16])[NH:11]3)[CH2:3][CH2:2]1.[CH3:17][C:18]1[CH:22]=[C:21]([CH3:23])[NH:20][C:19]=1[CH:24]=O.N1CCCC1>C(O)C>[CH3:17][C:18]1[CH:22]=[C:21]([CH3:23])[NH:20][C:19]=1[CH:24]=[C:9]1[C:8]2[C:12](=[CH:13][CH:14]=[CH:15][C:7]=2[CH:4]2[CH2:3][CH2:2][NH:1][CH2:6][CH2:5]2)[NH:11][C:10]1=[O:16]. Reaction conditions: temperature 90 celsius. Reported procedure: A mixture of 4-piperidin-4-yl-1,3-dihydroindol-2-one (45 mg, 0.2 mmol), 3,5-dimethyl-1H-pyrrole-2-carbaldehyde (29 mg, 0.23 mmol) and pyrrolidine (0.006 mL) in ethanol (0.5 mL) was refluxed for 2 hours at 90° C. The reaction was cooled and the precipitate which formed was collected by vacuum filtration, washed with ethanol and dried to give the title compound. The solvent is C(C)O (ethanol). The reactants are N1CCC(CC1)C1=C2CC(NC2=CC=C1)=O (4-piperidin-4-yl-1,3-dihydroindol-2-one), CC1=C(NC(=C1)C)C=O (3,5-dimethyl-1H-pyrrole-2-carbaldehyde), N1CCCC1 (pyrrolidine). The product is CC1=C(NC(=C1)C)C=C1C(NC2=CC=CC(=C12)C1CCNCC1)=O (3-(3,5-Dimethyl-1H-pyrrol-2-ylmethylene)-4-piperidin-4-yl-1,3-dihydroindol-2-one).